From a dataset of the Open Reaction Database (ORD), a public repository of structured organic reaction records. describe an organic reaction: reactants, conditions, products, and yield The reactants are C1CCOC1, COC(=O)c1cc([N+](=O)[O-])ccc1OC(C)C, Cl, [Li+], [OH-], O. Reaction SMILES: [CH2:21]1[O:22][CH2:23][CH2:24][CH2:25]1.[CH:1]([CH3:2])([CH3:3])[O:4][c:5]1[c:6]([C:7](=[O:8])[O:9][CH3:10])[cH:11][c:12]([N+:15](=[O:16])[O-:17])[cH:13][cH:14]1.[ClH:20].[Li+:19].[OH-:18].[OH2:26]>>[CH:1]([CH3:2])([CH3:3])[O:4][c:5]1[c:6]([C:7](=[O:8])[OH:9])[cH:11][c:12]([N+:15](=[O:16])[O-:17])[cH:13][cH:14]1. Yields the product CC(C)Oc1ccc([N+](=O)[O-])cc1C(=O)O. The reactants are NCCCCCC(=O)C1=C(C(C(=O)NO)=CC=C1N)OC ((6-aminohexanoyl)-4-amino-methylsalicylhydroxamic acid). Run in C(=O)(O)[O-].[Na+] (NaHCO3). Yields the product C(C=1C(O)=CC=CC1)(=O)NO (Salicylhydroxamic Acid). As a reaction SMILES: NCCCCCC([C:9]1[C:18](N)=[CH:17][CH:16]=[C:11]([C:12]([NH:14][OH:15])=[O:13])[C:10]=1[O:20]C)=O>C([O-])(O)=O.[Na+]>[C:12]([NH:14][OH:15])(=[O:13])[C:11]1[C:10](=[CH:9][CH:18]=[CH:17][CH:16]=1)[OH:20] |f:1.2|. Procedure: SHA-Sepharose 4B was prepared by mixing 130 mg of (6-aminohexanoyl)-4-amino-methylsalicylhydroxamic acid (SHA-Z-NH2), dissolved in 30 mL 0.2 M NaHCO3, with. 6.5 g HCl washed CNBr activated Sepharose 4B (Phannacia) overnight at room temperature. After the coupling reaction, 2 mL 0.5 M Tris, pH 8.5 were added and the gel slurry mixed at room temperature for 1 hour, and washed with water, 0.5 M NaCl, and water again. The resulting SHA-Sepharose 4B was suspended in 30 mL of 20% ethanol, and stored a... Starting materials: [Si](C)(C)(C(C)(C)C)O[C@@H]1C=C2C=C[C@@H]([C@@H]([C@H]2[C@H](C1)O)CC[C@@H]1C[C@H](CC(O1)=O)O[Si](C)(C)C(C)(C)C)C ((4R,6R)-6-{2-[(1S,2S,6S,8S,8aR)-1,2,6,7,8,8a-Hexahydro-6-t-butyldimethylsilyloxy-8-hydroxy-2-methyl-1-naphthyl]ethyl}tetrahydro-4-t-butyldimethylsilyloxy-2H-pyran-2-one), CC(C(=O)Cl)(CCCC)C (2,2-dimethylhexanoyl chloride). Product: [Si](C)(C)(C(C)(C)C)O[C@@H]1C=C2C=C[C@@H]([C@@H]([C@H]2[C@H](C1)OC(C(CCCC)(C)C)=O)CC[C@@H]1C[C@H](CC(O1)=O)O[Si](C)(C)C(C)(C)C)C ((4R,6R)-6-{2-[(1S,2S,6S,8S,8aR)-1,2,6,7,8,8a-Hexahydro-6-t-butyldimethylsilyloxy-8-(2,2-dimethylhexanoyloxy)-2-methyl-1-naphthyl]ethyl}tetrahydro-4-t-butyldimethylsilyloxy-2H-pyran-2-one). Yield: 90.1%. As a reaction SMILES: [Si:1]([O:8][C@H:9]1[CH2:18][C@H:17]([OH:19])[C@H:16]2[C:11]([CH:12]=[CH:13][C@H:14]([CH3:37])[C@@H:15]2[CH2:20][CH2:21][C@H:22]2[O:27][C:26](=[O:28])[CH2:25][C@H:24]([O:29][Si:30]([C:33]([CH3:36])([CH3:35])[CH3:34])([CH3:32])[CH3:31])[CH2:23]2)=[CH:10]1)([C:4]([CH3:7])([CH3:6])[CH3:5])([CH3:3])[CH3:2].[CH3:38][C:39]([CH3:47])([CH2:43][CH2:44][CH2:45][CH3:46])[C:40](Cl)=[O:41]>>[Si:1]([O:8][C@H:9]1[CH2:18][C@H:17]([O:19][C:40](=[O:41])[C:39]([CH3:47])([CH3:38])[CH2:43][CH2:44][CH2:45][CH3:46])[C@H:16]2[C:11]([CH:12]=[CH:13][C@H:14]([CH3:37])[C@@H:15]2[CH2:20][CH2:21][C@H:22]2[O:27][C:26](=[O:28])[CH2:25][C@H:24]([O:29][Si:30]([C:33]([CH3:36])([CH3:35])[CH3:34])([CH3:31])[CH3:32])[CH2:23]2)=[CH:10]1)([C:4]([CH3:5])([CH3:6])[CH3:7])([CH3:3])[CH3:2]. Reported procedure: A procedure similar to that described in Example 6, above, was followed, but using 1.10 g (2.0 mmol) of (4R,6R)-6-{2-[(1S,2S,6S,8S,8aR)-1,2,6,7,8,8a-hexahydro-6-t-butyldimethylsilyloxy-8-hydroxy-2-methyl-1-naphthyl]ethyl}tetrahydro-4-t-butyldimethylsilyloxy-2H-pyran-2-one [prepared as described in Example B, above] and 1.63 g (10.0 mmol) of 2,2-dimethylhexanoyl chloride, to provide 1.22 g of the title compound. Reactants: CC1(C)OB(c2cc(Br)cc(Nc3nccc(C(F)(F)F)n3)c2)OC1(C)C, Brc1cncs1, CCCCP(C12CC3CC(CC(C3)C1)C2)C12CC3CC(CC(C3)C1)C2, C1CCOC1, CCOC(C)=O, [F-], [K+], CC(=O)[O-], CC(=O)[O-], O, [Pd+2]. The product is FC(F)(F)c1ccnc(Nc2cc(Br)cc(-c3cncs3)c2)n1. RXN SMILES: [Br:26][c:27]1[cH:28][c:29]([NH:42][c:43]2[n:44][cH:45][cH:46][c:47]([C:49]([F:50])([F:51])[F:52])[n:48]2)[cH:30][c:31]([B:33]2[O:34][C:35]([CH3:36])([CH3:37])[C:38]([CH3:39])([CH3:40])[O:41]2)[cH:32]1.[Br:53][c:54]1[cH:55][n:56][cH:57][s:58]1.[CH2:1]([P:2]([C:3]12[CH2:4][CH:5]3[CH2:6][CH:7]([CH2:8][CH:9]([CH2:10]3)[CH2:11]1)[CH2:12]2)[C:13]12[CH2:14][CH:15]3[CH2:16][CH:17]([CH2:18][CH:19]([CH2:20]3)[CH2:21]1)[CH2:22]2)[CH2:23][CH2:24][CH3:25].[CH2:61]1[O:62][CH2:63][CH2:64][CH2:65]1.[CH3:66][CH2:67][O:68][C:69]([CH3:70])=[O:71].[F-:59].[K+:60].[O-:73][C:74]([CH3:75])=[O:76].[O-:77][C:78]([CH3:79])=[O:80].[OH2:81].[Pd+2:72]>>[Br:26][c:27]1[cH:28][c:29]([NH:42][c:43]2[n:44][cH:45][cH:46][c:47]([C:49]([F:50])([F:51])[F:52])[n:48]2)[cH:30][c:31](-[c:54]2[cH:55][n:56][cH:57][s:58]2)[cH:32]1. The reactants are O=C([O-])[O-], CS(C)=O, CN1CCN(c2nn(-c3ccccc3)c3cc(F)ccc23)CC1, [K+], [K+], N#CBr, O. Product: N#CN1CCN(c2nn(-c3ccccc3)c3cc(F)ccc23)CC1. RXN SMILES: [C:4](=[O:5])([O-:6])[O-:7].[CH3:34][S:35]([CH3:36])=[O:37].[F:10][c:11]1[cH:12][cH:13][c:14]2[c:15]([N:26]3[CH2:27][CH2:28][N:29]([CH3:32])[CH2:30][CH2:31]3)[n:16][n:17](-[c:20]3[cH:21][cH:22][cH:23][cH:24][cH:25]3)[c:18]2[cH:19]1.[K+:8].[K+:9].[N:1]#[C:2][Br:3].[OH2:33]>>[N:1]#[C:2][N:29]1[CH2:28][CH2:27][N:26]([c:15]2[c:14]3[cH:13][cH:12][c:11]([F:10])[cH:19][c:18]3[n:17](-[c:20]3[cH:21][cH:22][cH:23][cH:24][cH:25]3)[n:16]2)[CH2:31][CH2:30]1. Reactants: C[Si](C)(C)Cl, CO, CC(C)Cc1ccc(C(CO)C(F)(S(=O)(=O)c2ccccc2)S(=O)(=O)c2ccccc2)cc1, [Mg], O. The product is CC(C)Cc1ccc(C(CO)CF)cc1. RXN SMILES: [CH3:1][Si:2]([Cl:3])([CH3:4])[CH3:5].[CH3:41][OH:42].[F:7][C:8]([CH:9]([CH2:10][OH:11])[c:12]1[cH:13][cH:14][c:15]([CH2:18][CH:19]([CH3:20])[CH3:21])[cH:16][cH:17]1)([S:22]([c:23]1[cH:24][cH:25][cH:26][cH:27][cH:28]1)(=[O:29])=[O:30])[S:31]([c:32]1[cH:33][cH:34][cH:35][cH:36][cH:37]1)(=[O:38])=[O:39].[Mg:6].[OH2:40]>>[F:7][CH2:8][CH:9]([CH2:10][OH:11])[c:12]1[cH:13][cH:14][c:15]([CH2:18][CH:19]([CH3:20])[CH3:21])[cH:16][cH:17]1. The reactants are CC(C)(C)OC(=O)N1CCCC(NC(=O)OCc2ccccc2)(C(F)(F)COS(C)(=O)=O)C1, CN(C)C=O, [H-], [Na+], O. The product is CC(C)(C)OC(=O)N1CCCC2(C1)N(C(=O)OCc1ccccc1)CC2(F)F. As a reaction SMILES: [C:3]([CH3:4])([CH3:5])([CH3:6])[O:7][C:8](=[O:9])[N:10]1[CH2:11][C:12]([C:16]([CH2:17][O:18][S:19]([CH3:20])(=[O:21])=[O:22])([F:23])[F:24])([NH:25][C:26](=[O:27])[O:28][CH2:29][c:30]2[cH:31][cH:32][cH:33][cH:34][cH:35]2)[CH2:13][CH2:14][CH2:15]1.[CH3:37][N:38]([CH3:39])[CH:40]=[O:41].[H-:1].[Na+:2].[OH2:36]>>[C:3]([CH3:4])([CH3:5])([CH3:6])[O:7][C:8](=[O:9])[N:10]1[CH2:11][C:12]2([CH2:13][CH2:14][CH2:15]1)[C:16]([F:23])([F:24])[CH2:17][N:25]2[C:26](=[O:27])[O:28][CH2:29][c:30]1[cH:31][cH:32][cH:33][cH:34][cH:35]1. Reactants: OCc1cn(Cc2ccc(OCc3ccccc3)cc2)cc1-c1ccccc1, C1CCOC1. The product is O=Cc1cn(Cc2ccc(OCc3ccccc3)cc2)cc1-c1ccccc1. As a reaction SMILES: [CH2:1]([c:2]1[cH:3][cH:4][cH:5][cH:6][cH:7]1)[O:8][c:9]1[cH:10][cH:11][c:12]([CH2:13][n:14]2[cH:15][c:16]([CH2:25][OH:26])[c:17](-[c:19]3[cH:20][cH:21][cH:22][cH:23][cH:24]3)[cH:18]2)[cH:27][cH:28]1.[O:29]1[CH2:30][CH2:31][CH2:32][CH2:33]1>>[CH2:1]([c:2]1[cH:3][cH:4][cH:5][cH:6][cH:7]1)[O:8][c:9]1[cH:10][cH:11][c:12]([CH2:13][n:14]2[cH:15][c:16]([CH:25]=[O:26])[c:17](-[c:19]3[cH:20][cH:21][cH:22][cH:23][cH:24]3)[cH:18]2)[cH:27][cH:28]1. Reactants: CN(CC(O)CO)C(=O)OC(C)(C)C, O. The product is CN(CC=O)C(=O)OC(C)(C)C. As a reaction SMILES: [C:1](=[O:2])([O:3][C:4]([CH3:5])([CH3:6])[CH3:7])[N:8]([CH2:9][CH:10]([CH2:11][OH:12])[OH:13])[CH3:14].[OH2:15]>>[C:1](=[O:2])([O:3][C:4]([CH3:5])([CH3:6])[CH3:7])[N:8]([CH2:9][CH:10]=[O:13])[CH3:14]. The reactants are O1C(CCCC1)OCCC#C (1-(tetrahydropyran-2-yloxy)-3-butyne), CCCCCC.C(CCC)[Li] (n-butyllithium hexane), BrCCC\C=C/C\C=C/CC ((4Z,7Z)-1-bromo-4,7-decadiene). Run in 1,3-dimethyl-3,4,5,6-tetrahydro-2 (1H)-pyrimidine, C1CCOC1 (THF). Conditions: time 15 minute. Yields the product O1C(CCCC1)OCCC#CCCC\C=C/C\C=C/CC ((8Z,11Z)-1-(tetrahydropyran-2-yloxy)-8,11-tetradecadien-3-yne). Isolated yield 55.0%. As a reaction SMILES: [O:1]1[CH2:6][CH2:5][CH2:4][CH2:3][CH:2]1[O:7][CH2:8][CH2:9][C:10]#[CH:11].CCCCCC.C([Li])CCC.Br[CH2:24][CH2:25][CH2:26]/[CH:27]=[CH:28]\[CH2:29]/[CH:30]=[CH:31]\[CH2:32][CH3:33]>C1COCC1>[O:1]1[CH2:6][CH2:5][CH2:4][CH2:3][CH:2]1[O:7][CH2:8][CH2:9][C:10]#[C:11][CH2:24][CH2:25][CH2:26]/[CH:27]=[CH:28]\[CH2:29]/[CH:30]=[CH:31]\[CH2:32][CH3:33] |f:1.2|. Reported procedure: A solution of 1-(tetrahydropyran-2-yloxy)-3-butyne (2.25 g, 14 mmol) in dry THF (15 ml) was treated at -50° C. with n-butyllithium hexane solution (11 ml, 17.5 mmol). After 15 min at -30° C., the mixture was kept at room temperature for 30 min. The mixture was then treated at 0° C. with 5 (3.0 g, 13.8 mmol) dissolved in 1,3-dimethyl-3,4,5,6-tetrahydro-2 (1H)-pyrimidine (DMPU) (15 mL) during 30 min. The reaction mixture was stirred 12 hr. at room temperature and quenched with saturated NH4Cl solu...